Task: describe an organic reaction: reactants, conditions, products, and yield. Dataset: the Open Reaction Database (ORD), a public repository of structured organic reaction records The reactants are C(C)OC(C[C@H](C1=C(C=C(C=C1)F)Br)N)=O ((R)-3-amino-3-(2-bromo-4-fluoro-phenyl)-propionic acid ethyl ester), TEA, C=C1CC(=O)O1 (diketene). Solvent: C(Cl)Cl (DCM). Run at time 2 hour. Yields the product C(C)OC(C[C@@H](NC(CC(C)=O)=O)C1=C(C=C(C=C1)F)Br)=O ((R)-3-(2-bromo-4-fluoro-phenyl)-3-(3-oxo-butyrylamino)-propionic acid ethyl ester). The yield is 99.0%. Reaction SMILES: [CH2:1]([O:3][C:4](=[O:16])[CH2:5][C@@H:6]([NH2:15])[C:7]1[CH:12]=[CH:11][C:10]([F:13])=[CH:9][C:8]=1[Br:14])[CH3:2].[CH2:17]=[C:18]1[O:22][C:20](=[O:21])[CH2:19]1>C(Cl)Cl>[CH2:1]([O:3][C:4](=[O:16])[CH2:5][C@H:6]([C:7]1[CH:12]=[CH:11][C:10]([F:13])=[CH:9][C:8]=1[Br:14])[NH:15][C:20](=[O:21])[CH2:19][C:18](=[O:22])[CH3:17])[CH3:2]. Procedure details: A 500 mL round-bottom flask charged with 31D (13.3 g, 41 mmol) in 200 mL of DCM and TEA (22.8 mL, 3 equiv.) was added diketene (31E, 8.81 mL, 50% in DCM). The reaction was stirred at ambient temperature until completion (2 h, determined by LCMS). The reaction mixture was washed with 1 N NaHSO4, brine, dried over Na2SO4 and concentrated in vacuo to afford Compound 31F as a yellow solid (15.3 g, 99%). ESI-MS: m/z 374.0 (MH+). Starting materials: NC1CC1, Cc1c(C(=O)O)ccc2c(-c3ccnc(NC4CCCC4)n3)c(-c3ccc(F)cc3)nn12, ClCCl, O=S(Cl)Cl. Product: Cc1c(C(=O)NC2CC2)ccc2c(-c3ccnc(NC4CCCC4)n3)c(-c3ccc(F)cc3)nn12. As a reaction SMILES: [CH:37]1([NH2:40])[CH2:38][CH2:39]1.[CH:5]1([NH:10][c:11]2[n:12][cH:13][cH:14][c:15](-[c:17]3[c:18](-[c:30]4[cH:31][cH:32][c:33]([F:36])[cH:34][cH:35]4)[n:19][n:20]4[c:21]3[cH:22][cH:23][c:24]([C:27](=[O:28])[OH:29])[c:25]4[CH3:26])[n:16]2)[CH2:6][CH2:7][CH2:8][CH2:9]1.[Cl:41][CH2:42][Cl:43].[S:1]([Cl:2])([Cl:3])=[O:4]>>[CH:5]1([NH:10][c:11]2[n:12][cH:13][cH:14][c:15](-[c:17]3[c:18](-[c:30]4[cH:31][cH:32][c:33]([F:36])[cH:34][cH:35]4)[n:19][n:20]4[c:21]3[cH:22][cH:23][c:24]([C:27](=[O:28])[NH:40][CH:37]3[CH2:38][CH2:39]3)[c:25]4[CH3:26])[n:16]2)[CH2:6][CH2:7][CH2:8][CH2:9]1. The reactants are CC(CO)(C)NC1=C(N)C=CC=C1 (2-(1,1-dimethyl-2-hydroxyethyl)aminoaniline), Cl (hydrochloric acid), C(C)(=O)O (acetic acid), N (ammonia). Product: CC1=NC2=C(N1C(CO)(C)C)C=CC=C2 (2-(2-Methylbenzimidazol-1-yl)-2-methylpropanol). RXN SMILES: [CH3:1][C:2]([NH:6][C:7]1[CH:13]=[CH:12][CH:11]=[CH:10][C:8]=1[NH2:9])([CH3:5])[CH2:3][OH:4].Cl.N.[C:16](O)(=O)[CH3:17]>>[CH3:16][C:17]1[N:6]([C:2]([CH3:1])([CH3:5])[CH2:3][OH:4])[C:7]2[CH:13]=[CH:12][CH:11]=[CH:10][C:8]=2[N:9]=1. Procedure: A mixture of 2-(1,1-dimethyl-2-hydroxyethyl)aminoaniline (from Preparation 2(a)) (8.4 g), acetic acid [4.2 g], and 4N hydrochloric acid [50 ml] were refluxed for 30 hours. The reaction was cooled and neutralised with concentrated aqueous ammonia. The solution was extracted with a mixture of tetrahydrofuran (1 part) and dichloromethane (3 parts) (3×100 ml). The organic phases were combined, dried over magnesium sulphate and the solvent removed under reduced pressure. The crude product was recryst... Reactants: CC(C(C)=O)C (3-methyl-2-butanone), resultant mixture, C(CCC)[Li] (n-butyl lithium), CCCCCC (n-hexane), C(C)(C)(C)C1=CC=C(CN(C)CC2=CC(=CC=C2)Br)C=C1 (N-(4-tert-Butylbenzyl)-N-methyl-(3-bromobenzyl)amine), [Cl-].[NH4+] (ammonium chloride). The solvent is O1CCCC1 (tetrahydrofuran), O1CCCC1 (tetrahydrofuran). Reaction conditions: temperature -40 celsius. Yields the product C(C)(C)(C)C1=CC=C(CN(C)CC=2C=C(C=CC2)C(C)(C(C)C)O)C=C1 (2-[3-{N-(4-tert-Butylbenzyl)-N-methylaminomethyl}phenyl]-3-methyl-2-butanol). The yield is 43.3%. As a reaction SMILES: [C:1]([C:5]1[CH:21]=[CH:20][C:8]([CH2:9][N:10]([CH2:12][C:13]2[CH:18]=[CH:17][CH:16]=[C:15](Br)[CH:14]=2)[CH3:11])=[CH:7][CH:6]=1)([CH3:4])([CH3:3])[CH3:2].C([Li])CCC.CCCCCC.[CH3:33][CH:34]([CH3:38])[C:35](=[O:37])[CH3:36].[Cl-].[NH4+]>O1CCCC1>[C:1]([C:5]1[CH:21]=[CH:20][C:8]([CH2:9][N:10]([CH2:12][C:13]2[CH:14]=[C:15]([C:35]([OH:37])([CH:34]([CH3:38])[CH3:33])[CH3:36])[CH:16]=[CH:17][CH:18]=2)[CH3:11])=[CH:7][CH:6]=1)([CH3:4])([CH3:3])[CH3:2] |f:4.5|. Reported procedure: Compound 78 (2.00 g; 5.78 mmol) was dissolved in tetrahydrofuran (20 ml). While the solution was stirred at −40° C. under nitrogen atmosphere, n-butyl lithium in n-hexane (1.56 M: 3.7 ml; 5.8 mmol) was added dropwise. After completion of the addition, the mixture was cooled to −75° C., an 3-methyl-2-butanone (2.00 g) in a small amount of tetrahydrofuran was added dropwise thereto. The resultant mixture was gradually brought to room temperature, and the reaction was stopped by dropwise addition o... The yield is 72.6%. The reactants are C(CC)C=1NC2=CC(=CC=C2C1)C(=O)OC (methyl 2-propylindole-6-carboxylate), ClC1=C(CBr)C=CC=C1 (2-chlorobenzyl bromide). The product is ClC1=C(CN2C(=CC3=CC=C(C=C23)C(=O)OC)CCC)C=CC=C1 (Methyl 1-(2-chlorobenzyl)-2-propylindole-6-carboxylate). Reaction SMILES: [CH2:1]([C:4]1[NH:5][C:6]2[C:11]([CH:12]=1)=[CH:10][CH:9]=[C:8]([C:13]([O:15][CH3:16])=[O:14])[CH:7]=2)[CH2:2][CH3:3].[Cl:17][C:18]1[CH:25]=[CH:24][CH:23]=[CH:22][C:19]=1[CH2:20]Br>>[Cl:17][C:18]1[CH:25]=[CH:24][CH:23]=[CH:22][C:19]=1[CH2:20][N:5]1[C:6]2[C:11](=[CH:10][CH:9]=[C:8]([C:13]([O:15][CH3:16])=[O:14])[CH:7]=2)[CH:12]=[C:4]1[CH2:1][CH2:2][CH3:3]. Reported procedure: Methyl 1-(2-chlorobenzyl)-2-propylindole-6-carboxylate (400 mg) was prepared from methyl 2-propylindole-6-carboxylate (350 mg) and 2-chlorobenzyl bromide (364 mg) in a similar manner to that of Example 1. The reactants are [Si](C)(C)(C(C)(C)C)OC[C@H](C1=CC(=C(C=C1)Cl)F)N1C(C=C(C=C1)C1=NC(=NC=C1)NC1=CC(=NC=C1)C)=O ((S)-1-(2-(tert-Butyldimethylsilyloxy)-1-(4-chloro-3-fluorophenyl)ethyl)-4-(2-((2-methylpyridin-4-yl)amino)pyrimidin-4-yl)pyridin-2(1H)-one), CCCC[N+](CCCC)(CCCC)CCCC.[F-] (TBAF), O (water). The solvent is C1CCOC1 (THF). Reaction conditions: time 1 hour. Yields the product ClC1=C(C=C(C=C1)[C@@H](CO)N1C(C=C(C=C1)C1=NC(=NC=C1)NC1=CC(=NC=C1)C)=O)F ((S)-1-(1-(4-chloro-3-fluorophenyl)-2-hydroxyethyl)-4-(2-((2-methylpyridin-4-yl)amino)pyrimidin-4-yl)pyridin-2(1H)-one). Yield: 22.6%. RXN SMILES: [Si]([O:8][CH2:9][C@@H:10]([N:19]1[CH:24]=[CH:23][C:22]([C:25]2[CH:30]=[CH:29][N:28]=[C:27]([NH:31][C:32]3[CH:37]=[CH:36][N:35]=[C:34]([CH3:38])[CH:33]=3)[N:26]=2)=[CH:21][C:20]1=[O:39])[C:11]1[CH:16]=[CH:15][C:14]([Cl:17])=[C:13]([F:18])[CH:12]=1)(C(C)(C)C)(C)C.CCCC[N+](CCCC)(CCCC)CCCC.[F-].O>C1COCC1>[Cl:17][C:14]1[CH:15]=[CH:16][C:11]([C@H:10]([N:19]2[CH:24]=[CH:23][C:22]([C:25]3[CH:30]=[CH:29][N:28]=[C:27]([NH:31][C:32]4[CH:37]=[CH:36][N:35]=[C:34]([CH3:38])[CH:33]=4)[N:26]=3)=[CH:21][C:20]2=[O:39])[CH2:9][OH:8])=[CH:12][C:13]=1[F:18] |f:1.2|. Procedure: (S)-1-(2-(tert-Butyldimethylsilyloxy)-1-(4-chloro-3-fluorophenyl)ethyl)-4-(2-((2-methylpyridin-4-yl)amino)pyrimidin-4-yl)pyridin-2(1H)-one (0.028 g, 0.049 mmol) was placed in THF (5 mL). TBAF (0.054 mL, 0.054 mmol) was then added, and the reaction was stirred for 1 hour, then poured into water, and extracted with DCM. The combined organic fractions were dried (MgSO4), filtered, and concentrated to give the crude product, which was purified by column chromatography (500:40-500:50 DCM/MeOH) to giv... Reactants: C([O-])([O-])=O.[K+].[K+] (potassium carbonate), C1(=CC=CC=C1)C(N1CCN(CC1)CC1CO1)C1=CC=CC=C1 (1-(diphenylmethyl)-4-(2,3-epoxypropyl)piperazine), COC=1C=C(C=CC1OC)CCN (2-(3,4-dimethoxyphenyl)ethylamine). The solvent is CN(C)C=O (DMF). Yields the product COC=1C=C(C=CC1OC)CCNCC(CN1CCN(CC1)C(C1=CC=CC=C1)C1=CC=CC=C1)O (1-[3-{2-(3,4-Dimethoxyphenyl)ethylamino}-2-hydroxypropyl]-4-diphenylmethylpiperazine). The yield is 24.5%. RXN SMILES: [C:1]1([CH:7]([C:18]2[CH:23]=[CH:22][CH:21]=[CH:20][CH:19]=2)[N:8]2[CH2:13][CH2:12][N:11]([CH2:14][CH:15]3[O:17][CH2:16]3)[CH2:10][CH2:9]2)[CH:6]=[CH:5][CH:4]=[CH:3][CH:2]=1.[CH3:24][O:25][C:26]1[CH:27]=[C:28]([CH2:34][CH2:35][NH2:36])[CH:29]=[CH:30][C:31]=1[O:32][CH3:33].C(=O)([O-])[O-].[K+].[K+]>CN(C=O)C>[CH3:24][O:25][C:26]1[CH:27]=[C:28]([CH2:34][CH2:35][NH:36][CH2:16][CH:15]([OH:17])[CH2:14][N:11]2[CH2:12][CH2:13][N:8]([CH:7]([C:18]3[CH:23]=[CH:22][CH:21]=[CH:20][CH:19]=3)[C:1]3[CH:6]=[CH:5][CH:4]=[CH:3][CH:2]=3)[CH2:9][CH2:10]2)[CH:29]=[CH:30][C:31]=1[O:32][CH3:33] |f:2.3.4|. Procedure details: 3.08 g (0.01 mol) of 1-(diphenylmethyl)-4-(2,3-epoxypropyl)piperazine and 2 g (0.01 mol) of 2-(3,4-dimethoxyphenyl)ethylamine were refluxed with heating together with 200 ml of DMF for 24 hours in the presence of a catalytic amount of an alkali such as potassium carbonate. DMF was distilled off under reduced pressure, and a residue was extracted with ethyl acetate, and after washing with water and drying, the ethyl acetate was distilled off under reduced pressure to obtain 5.1 g of a crude subje... Product: O=c1ccn(-c2cc3[nH]c(=O)c(=O)[nH]c3cc2[N+](=O)[O-])cc1. Reaction SMILES: [K+:25].[Na+:31].[O-:26][N+:27]([O-:28])=[O:29].[O:1]=[c:2]1[cH:3][cH:4][n:5](-[c:8]2[cH:9][c:10]3[nH:11][c:12](=[O:19])[c:13](=[O:18])[nH:14][c:15]3[cH:16][cH:17]2)[cH:6][cH:7]1.[OH-:30].[OH2:32].[S:20](=[O:21])(=[O:22])([OH:23])[OH:24]>>[O:1]=[c:2]1[cH:3][cH:4][n:5](-[c:8]2[cH:9][c:10]3[nH:11][c:12](=[O:19])[c:13](=[O:18])[nH:14][c:15]3[cH:16][c:17]2[N+:27](=[O:26])[O-:28])[cH:6][cH:7]1. The reactants are [K+], [Na+], O=[N+]([O-])[O-], O=c1ccn(-c2ccc3[nH]c(=O)c(=O)[nH]c3c2)cc1, [OH-], O, O=S(=O)(O)O.